This data is from the Open Reaction Database (ORD), a public repository of structured organic reaction records. The task is: describe an organic reaction: reactants, conditions, products, and yield Reactants: C(C=C)C1C(C=CC(C(OC(C2CCCCN2C(C(C2(C(CC(C(C(CC(CC(=C1)C)C)OC)O2)OC)C)O)=O)=O)=O)C(=CC2CC(C(CC2)O)OC)C)C)=O (17-Allyl-1-hydroxy-12-[2-(4-hydroxy-3-methoxycyclohexyl)-1-methylvinyl]-23,25-dimethoxy-13,19,21,27-tetramethyl-11,28-dioxa-4-azatricyclo[22.3.1.04,9 ]octacosa-14,18-diene-2,3,10,16-tetraone). Reagents/catalysts: [Zn] (zinc). The solvent is C(C)(=O)O (acetic acid). Reaction conditions: time 1 hour. Product: C(C=C)C1C(CCC(C(OC(C2CCCCN2C(C(C2(C(CC(C(C(CC(CC(=C1)C)C)OC)O2)OC)C)O)O)=O)=O)C(=CC2CC(C(CC2)O)OC)C)C)=O (17-Allyl-1,2-dihydroxy-12-[2-(4-hydroxy-3-methoxycyclohexyl)-1-methylvinyl]-23,25-dimethoxy-13,19,21,27-tetramethyl-11,28-dioxa-4-azatricyclo-[22.3.1.04,9 ]octacos-18-ene-3,10,16-trione). The yield is 49.7%. As a reaction SMILES: [CH2:1]([CH:4]1[CH:30]=[C:29]([CH3:31])[CH2:28][CH:27]([CH3:32])[CH2:26][CH:25]([O:33][CH3:34])[CH:24]2[O:35][C:20]([OH:39])([CH:21]([CH3:38])[CH2:22][CH:23]2[O:36][CH3:37])[C:19](=[O:40])[C:18](=[O:41])[N:17]2[CH:12]([CH2:13][CH2:14][CH2:15][CH2:16]2)[C:11](=[O:42])[O:10][CH:9]([C:43]([CH3:54])=[CH:44][CH:45]2[CH2:50][CH2:49][CH:48]([OH:51])[CH:47]([O:52][CH3:53])[CH2:46]2)[CH:8]([CH3:55])[CH:7]=[CH:6][C:5]1=[O:56])[CH:2]=[CH2:3]>C(O)(=O)C.[Zn]>[CH2:1]([CH:4]1[CH:30]=[C:29]([CH3:31])[CH2:28][CH:27]([CH3:32])[CH2:26][CH:25]([O:33][CH3:34])[CH:24]2[O:35][C:20]([OH:39])([CH:21]([CH3:38])[CH2:22][CH:23]2[O:36][CH3:37])[CH:19]([OH:40])[C:18](=[O:41])[N:17]2[CH:12]([CH2:13][CH2:14][CH2:15][CH2:16]2)[C:11](=[O:42])[O:10][CH:9]([C:43]([CH3:54])=[CH:44][CH:45]2[CH2:50][CH2:49][CH:48]([OH:51])[CH:47]([O:52][CH3:53])[CH2:46]2)[CH:8]([CH3:55])[CH2:7][CH2:6][C:5]1=[O:56])[CH:2]=[CH2:3]. Procedure: To a stirred solution of the title compound of example 14 (60 mg) in glacial acetic acid (5 ml) was added powdered zinc (1 g). Stirring was continued for 1 hour when the reaction was complete. The reaction mixture was then extracted with ethyl acetate, washed with saturated NaHCO3 solution followed by brine, dried (MgSO4) and concentrated in vacuo. Chromatography on silica eluting with ether/methanol (15:1 then 10:1) gave the title compound as an oil (30 mg). Reactants: ON=CC(=O)NC1=C2CCCC2=CC=C1 (2-Hydroxyimino-N-indan-4-yl-acetamide), CS(=O)(=O)O (methanesulfonic acid), ice water. Run at time 25 minute. Yields the product N1C(C(C2=CC=C3CCCC3=C12)=O)=O (1,6,7,8-Tetrahydro-1-aza-as-indacene-2,3-dione). The yield is 72.0%. As a reaction SMILES: ON=[CH:3][C:4]([NH:6][C:7]1[CH:15]=[CH:14][CH:13]=[C:12]2[C:8]=1[CH2:9][CH2:10][CH2:11]2)=[O:5].CS(O)(=O)=[O:18]>>[NH:6]1[C:7]2[C:15](=[CH:14][CH:13]=[C:12]3[C:8]=2[CH2:9][CH2:10][CH2:11]3)[C:3](=[O:18])[C:4]1=[O:5]. Procedure: Add 2-Hydroxyimino-N-indan-4-yl-acetamide (5.54 g, 27.1 mmol) in small portions at 80° C. to methanesulfonic acid (21 mL). Stir the mixture at this temperature for 25 min. Cool to room temperature, pour into ice water and filter the precipitate. Dissolve the solid in warmed 1N NaOH, and neutralize with acetic acid. Filter the resulting solid and acidify the filtrate with concentrated HCl. Filter the precipitate and wash with water. Dry the solid to yield the title compound (3.80 g, 72%). MS (ES−... Starting materials: [C@@H]12CNCC[C@H]2CN1C1=NC(=NC(=C1)C(F)(F)F)N(C)C ((1R,6S)-[4-(3,8-diaza-bicyclo[4.2.0]oct-8-yl)-6-trifluoromethyl-pyrimidin-2-yl]-dimethyl-amine), FC=1C=CC(=C(C(=O)O)C1)N1N=CC=N1 (5-fluoro-2-[1,2,3]triazol-2-yl-benzoic acid), S1C(=CC=C1)C1=C(C(=O)O)C=CC=C1 (2-thiophen-2-yl-benzoic acid), CC1=NC(=NC(=C1)C)N1C[C@@H]2CCNC[C@H]12 ((1R,6S)8-(4,6-dimethyl-pyrimidin-2-yl)-3,8-diaza-bicyclo[4.2.0]octane), FC=1C=CC(=C(C(=O)O)C1)N1N=CC=N1 (5-fluoro-2-[1,2,3]triazol-2-yl-benzoic acid). The product is CN(C1=NC(=CC(=N1)N1C[C@@H]2CCN(C[C@H]12)C(=O)C1=C(C=CC(=C1)F)N1N=CC=N1)C(F)(F)F)C ((1R,6S)-[8-(2-Dimethylamino-6-trifluoromethyl-pyrimidin-4-yl)-3,8-diaza-bicyclo[4.2.0]oct-3-yl]-(5-fluoro-2-[1,2,3]triazol-2-yl-phenyl)-methanone). As a reaction SMILES: [C@@H:1]12[N:8]([C:9]3[CH:14]=[C:13]([C:15]([F:18])([F:17])[F:16])[N:12]=[C:11]([N:19]([CH3:21])[CH3:20])[N:10]=3)[CH2:7][C@@H:6]1[CH2:5][CH2:4][NH:3][CH2:2]2.CC1C=C(C)N=C(N2[C@@H]3[C@@H](CCNC3)C2)N=1.[F:38][C:39]1[CH:40]=[CH:41][C:42]([N:48]2[N:52]=[CH:51][CH:50]=[N:49]2)=[C:43]([CH:47]=1)[C:44](O)=[O:45].S1C=CC=C1C1C=CC=CC=1C(O)=O>>[CH3:20][N:19]([CH3:21])[C:11]1[N:10]=[C:9]([N:8]2[C@@H:1]3[C@@H:6]([CH2:5][CH2:4][N:3]([C:44]([C:43]4[CH:47]=[C:39]([F:38])[CH:40]=[CH:41][C:42]=4[N:48]4[N:52]=[CH:51][CH:50]=[N:49]4)=[O:45])[CH2:2]3)[CH2:7]2)[CH:14]=[C:13]([C:15]([F:17])([F:18])[F:16])[N:12]=1. Procedure: The title compound was prepared in a manner analogous to Example 1, substituting (1R,6S)-[4-(3,8-diaza-bicyclo[4.2.0]oct-8-yl)-6-trifluoromethyl-pyrimidin-2-yl]-dimethyl-amine (Intermediate 11) for (1R,6S)8-(4,6-dimethyl-pyrimidin-2-yl)-3,8-diaza-bicyclo[4.2.0]octane and 5-fluoro-2-[1,2,3]triazol-2-yl-benzoic acid (Intermediate 13) for 2-thiophen-2-yl-benzoic acid. MS (ESI) mass calcd. for C22H22F4N8O, 490.46; m/z found 491.0 [M+H]+. 1H NMR (400 MHz, CDCl3): 8.17-7.73 (m, 2H), 7.44-7.09 (m, 2H),... Starting materials: [OH-].[Na+] (Sodium hydroxide), ClC=1C=C(C=NC1OC(C)C)C1=NC(=NO1)C=1C=C2C=C(N(C2=CC1)C)CCC(=O)OC (Methyl 3-[5-(5-{5-chloro-6-[(1-methylethyl)oxy]-3-pyridinyl}-1,2,4-oxadiazol-3-yl)-1-methyl-1H-indol-2-yl]propanoate), Cl (HCl). Solvent: C1CCOC1 (THF), C(C)(C)O (isopropanol), O (water). Reaction conditions: time 8 hour. Yields the product ClC=1C=C(C=NC1OC(C)C)C1=NC(=NO1)C=1C=C2C=C(N(C2=CC1)C)CCC(=O)O (3-[5-(5-{5-chloro-6-[(1-methylethyl)oxy]-3-pyridinyl}-1,2,4-oxadiazol-3-yl)-1-methyl-1H-indol-2-yl]propanoic acid). Isolated yield 17.2%. Reaction SMILES: [OH-].[Na+].[Cl:3][C:4]1[CH:5]=[C:6]([C:14]2[O:18][N:17]=[C:16]([C:19]3[CH:20]=[C:21]4[C:25](=[CH:26][CH:27]=3)[N:24]([CH3:28])[C:23]([CH2:29][CH2:30][C:31]([O:33]C)=[O:32])=[CH:22]4)[N:15]=2)[CH:7]=[N:8][C:9]=1[O:10][CH:11]([CH3:13])[CH3:12].Cl>C1COCC1.C(O)(C)C.O>[Cl:3][C:4]1[CH:5]=[C:6]([C:14]2[O:18][N:17]=[C:16]([C:19]3[CH:20]=[C:21]4[C:25](=[CH:26][CH:27]=3)[N:24]([CH3:28])[C:23]([CH2:29][CH2:30][C:31]([OH:33])=[O:32])=[CH:22]4)[N:15]=2)[CH:7]=[N:8][C:9]=1[O:10][CH:11]([CH3:12])[CH3:13] |f:0.1|. Procedure details: Sodium hydroxide (63 mg) was added to a solution of methyl 3-[5-(5-{5-chloro-6-[(1-methylethyl)oxy]-3-pyridinyl}-1,2,4-oxadiazol-3-yl)-1-methyl-1H-indol-2-yl]propanoate (D116) (72 mg) in THF (5 mL), isopropanol (5 mL) and water (2.5 mL). The reaction mixture was stirred at room temperature overnight. The mixture was neutralized with 2 M HCl till pH ˜6.0. The solvent was concentrated, and the residue was dissolved in water. The precipitated solid was purified by Mass Directed Auto Prep to afford ... Starting materials: CC(C)(C)OC(=O)NC1(c2ccc(-c3c(-c4ccccc4)oc4c(C#C[Si](C)(C)C)cccc4c3=O)cc2)CCC1, O=C([O-])[O-], CO, ClCCl, [K+], [K+]. The product is C#Cc1cccc2c(=O)c(-c3ccc(C4(NC(=O)OC(C)(C)C)CCC4)cc3)c(-c3ccccc3)oc12. RXN SMILES: [C:1]([CH3:2])([CH3:3])([CH3:4])[O:5][C:6]([NH:7][C:8]1([c:12]2[cH:13][cH:14][c:15](-[c:18]3[c:19](-[c:35]4[cH:36][cH:37][cH:38][cH:39][cH:40]4)[o:20][c:21]4[c:22]([C:29]#[C:30][Si:31]([CH3:32])([CH3:33])[CH3:34])[cH:23][cH:24][cH:25][c:26]4[c:27]3=[O:28])[cH:16][cH:17]2)[CH2:9][CH2:10][CH2:11]1)=[O:41].[C:42](=[O:43])([O-:44])[O-:45].[CH3:48][OH:49].[Cl:50][CH2:51][Cl:52].[K+:46].[K+:47]>>[C:1]([CH3:2])([CH3:3])([CH3:4])[O:5][C:6]([NH:7][C:8]1([c:12]2[cH:13][cH:14][c:15](-[c:18]3[c:19](-[c:35]4[cH:36][cH:37][cH:38][cH:39][cH:40]4)[o:20][c:21]4[c:22]([C:29]#[CH:30])[cH:23][cH:24][cH:25][c:26]4[c:27]3=[O:28])[cH:16][cH:17]2)[CH2:9][CH2:10][CH2:11]1)=[O:41]. Procedure: A solution of 5.775 g (19.900 mM) of tert-butyl 4-(2-bromoethylidene)piperidine-1-carboxylate and 4.05 g (21.9 mM) of potassium phthalimide in 100 ml of N,N-dimethylformamide was stirred at 100° C. for 1 hour. This reaction mixture was poured in water and extracted with 3 portions of ethyl acetate. The pooled organic layer was dried over anhydrous magnesium sulfate (MgSO4) and the solvent was distilled off under reduced pressure. The residue was purified by silica gel column chromatography (hexa... Solvent: CN(C=O)C (N,N-dimethylformamide), O (water). As a reaction SMILES: Br[CH2:2][CH:3]=[C:4]1[CH2:9][CH2:8][N:7]([C:10]([O:12][C:13]([CH3:16])([CH3:15])[CH3:14])=[O:11])[CH2:6][CH2:5]1.[C:17]1(=[O:27])[NH:21][C:20](=[O:22])[C:19]2=[CH:23][CH:24]=[CH:25][CH:26]=[C:18]12.[K]>CN(C)C=O.O>[C:13]([O:12][C:10]([N:7]1[CH2:8][CH2:9][C:4](=[CH:3][CH2:2][N:21]2[C:20](=[O:22])[C:19]3=[CH:23][CH:24]=[CH:25][CH:26]=[C:18]3[C:17]2=[O:27])[CH2:5][CH2:6]1)=[O:11])([CH3:16])([CH3:15])[CH3:14] |f:1.2,^1:27|. Starting materials: BrCC=C1CCN(CC1)C(=O)OC(C)(C)C (tert-butyl 4-(2-bromoethylidene)piperidine-1-carboxylate), C1(C=2C(C(N1)=O)=CC=CC2)=O.[K] (potassium phthalimide). Yields the product C(C)(C)(C)OC(=O)N1CCC(CC1)=CCN1C(C=2C(C1=O)=CC=CC2)=O (N-[2-[1-(tert-butoxycarbonyl)piperidin-4-ylidene]ethyl]phthalimide).